Dataset: the Open Reaction Database (ORD), a public repository of structured organic reaction records. Task: describe an organic reaction: reactants, conditions, products, and yield Reactants: Cl (hydrochloric acid), C1(=CC=CC=C1)CCCN1C(CN(CC1)CCCNC(=O)C1=CC2=CN=C3C=CC=C(S1)N32)=O (N-[3-[1-(3-phenylpropan-1-yl)-2-oxopiperazin-4-yl]propan-1-yl]-5-thia-1,8b-diazaacenaphthylene-4-carboxamide). Solvent: C(C)O (ethanol). Reaction conditions: time 1 hour. The product is Cl.Cl.C1(=CC=CC=C1)CCCN1C(CN(CC1)CCCNC(=O)C1=CC2=CN=C3C=CC=C(S1)N32)=O (N-[3-[1-(3-phenylpropan-1-yl)-2-oxopiperazin-4-yl]propan-1-yl]-5-thia-1,8b-diazaacenaphthylene-4-carboxamide dihydrochloride). As a reaction SMILES: [ClH:1].[C:2]1([CH2:8][CH2:9][CH2:10][N:11]2[CH2:16][CH2:15][N:14]([CH2:17][CH2:18][CH2:19][NH:20][C:21]([C:23]3[S:33][C:32]4[N:34]5[C:25](=[CH:26][N:27]=[C:28]5[CH:29]=[CH:30][CH:31]=4)[CH:24]=3)=[O:22])[CH2:13][C:12]2=[O:35])[CH:7]=[CH:6][CH:5]=[CH:4][CH:3]=1>C(O)C>[ClH:1].[ClH:1].[C:2]1([CH2:8][CH2:9][CH2:10][N:11]2[CH2:16][CH2:15][N:14]([CH2:17][CH2:18][CH2:19][NH:20][C:21]([C:23]3[S:33][C:32]4[N:34]5[C:25](=[CH:26][N:27]=[C:28]5[CH:29]=[CH:30][CH:31]=4)[CH:24]=3)=[O:22])[CH2:13][C:12]2=[O:35])[CH:3]=[CH:4][CH:5]=[CH:6][CH:7]=1 |f:3.4.5|. Reported procedure: Concentrated hydrochloric acid (4.5 ml) was added to a stirred solution of N-[3-[1-(3-phenylpropan-1-yl)-2-oxopiperazin-4-yl]propan-1-yl]-5-thia-1,8b-diazaacenaphthylene-4-carboxamide (954 mg, 2.01 mmol) in ethanol (12.0 ml) at room temperature. After stirring at room temperature for 1 hour, the reaction mixture was concentrated in vacuo to give N-[3-[1-(3-phenylpropan-1-yl)-2-oxopiperazin-4-yl]propan-1-yl]-5-thia-1,8b-diazaacenaphthylene-4-carboxamide dihydrochloride as an orange amorphous powd... The reactants are C(C)(C)(C)OC(=O)N1C[C@@H](CC1)OCC1=CC=C(C=C1)Cl ((R)-3-(4-chlorobenzyloxy)-pyrrolidine-1-carboxylic acid tert-butyl ester), FC(C(=O)O)(F)F (trifluoroacetic acid). Run in ClCCl (dichloromethane). Run at time 2 hour. The product is ClC1=CC=C(CO[C@H]2CNCC2)C=C1 ((R)-3-(4-Chloro-benzyloxy)-pyrrolidine). RXN SMILES: C(OC([N:8]1[CH2:12][CH2:11][C@@H:10]([O:13][CH2:14][C:15]2[CH:20]=[CH:19][C:18]([Cl:21])=[CH:17][CH:16]=2)[CH2:9]1)=O)(C)(C)C.FC(F)(F)C(O)=O>ClCCl>[Cl:21][C:18]1[CH:19]=[CH:20][C:15]([CH2:14][O:13][C@@H:10]2[CH2:11][CH2:12][NH:8][CH2:9]2)=[CH:16][CH:17]=1. Procedure details: A solution of (R)-3-(4-chlorobenzyloxy)-pyrrolidine-1-carboxylic acid tert-butyl ester (0.88 mmol) in dichloromethane cooled at 0° C. was treated with trifluoroacetic acid (20%) and warmed to room temperature and stirred for 2 h. The reaction mixture was concentrated in vacuo, diluted with ethyl acetate and free based with 10% aqueous sodium bicarbonate. The combined organics were dried over sodium sulfate. The product was used without any further purification. ESI-MS m/z: 211(M+1), UV retention... Starting materials: BrC=1C=C2C(=C(C=NC2=CC1)C(=O)C1CC1)N1CCC(CC1)C(C)N(C)C ((6-bromo-4-{4-[1-(dimethylamino)ethyl]piperidin-1-yl}quinolin-3-yl)(cyclopropyl)methanone), ClC1=C(C(=CC(=C1)B1OC(C(O1)(C)C)(C)C)F)O (2-chloro-6-fluoro-4-(4,4,5,5-tetramethyl-1,3,2-dioxaborolan-2-yl)phenol). The product is ClC=1C=C(C=C(C1O)F)C=1C=C2C(=C(C=NC2=CC1)C(=O)C1CC1)N1CCC(CC1)C(C)N(C)C ([6-(3-Chloro-5-fluoro-4-hydroxyphenyl)-4-{4-[1-(dimethylamino)ethyl]piperidin-1-yl}quinolin-3-yl](cyclopropyl)methanone). Yield: 60.5%. Reaction SMILES: Br[C:2]1[CH:3]=[C:4]2[C:9](=[CH:10][CH:11]=1)[N:8]=[CH:7][C:6]([C:12]([CH:14]1[CH2:16][CH2:15]1)=[O:13])=[C:5]2[N:17]1[CH2:22][CH2:21][CH:20]([CH:23]([N:25]([CH3:27])[CH3:26])[CH3:24])[CH2:19][CH2:18]1.[Cl:28][C:29]1[CH:34]=[C:33](B2OC(C)(C)C(C)(C)O2)[CH:32]=[C:31]([F:44])[C:30]=1[OH:45]>>[Cl:28][C:29]1[CH:34]=[C:33]([C:2]2[CH:3]=[C:4]3[C:9](=[CH:10][CH:11]=2)[N:8]=[CH:7][C:6]([C:12]([CH:14]2[CH2:15][CH2:16]2)=[O:13])=[C:5]3[N:17]2[CH2:22][CH2:21][CH:20]([CH:23]([N:25]([CH3:27])[CH3:26])[CH3:24])[CH2:19][CH2:18]2)[CH:32]=[C:31]([F:44])[C:30]=1[OH:45]. Reported procedure: Following general procedure F, (6-bromo-4-{4-[1-(dimethylamino)ethyl]piperidin-1-yl}quinolin-3-yl)(cyclopropyl)methanone (39 mg, 0.090 mmol) was reacted with 2-chloro-6-fluoro-4-(4,4,5,5-tetramethyl-1,3,2-dioxaborolan-2-yl)phenol (30 mg, 0.108 mmol) to afford the desired product (27 mg, 60%) as a light brown solid: 1H NMR (500 MHz, CD3OD) δ 8.81 (s, 1H), 8.26 (d, J=1.6 Hz, 1H), 8.08-7.99 (m, 2H), 7.57-7.51 (m, 1H), 7.46 (dd, J=11.6, 2.2 Hz, 1H), 3.55 (d, J=11.5 Hz, 2-H), 3.27-3.13 (m, 3H), 2.78 ... Reactants: COC(=O)CBr, C1CCC(NC2CCCCC2)CC1, CN1C(=O)C(C)(C(=O)O)Oc2cc(Oc3ccc(C(F)(F)F)cc3Cl)ccc21, CN(C)C=O, O. The product is COC(=O)COC(=O)C1(C)Oc2cc(Oc3ccc(C(F)(F)F)cc3Cl)ccc2N(C)C1=O. RXN SMILES: [Br:42][CH2:43][C:44](=[O:45])[O:46][CH3:47].[CH:29]1([NH:30][CH:31]2[CH2:32][CH2:33][CH2:34][CH2:35][CH2:36]2)[CH2:37][CH2:38][CH2:39][CH2:40][CH2:41]1.[Cl:1][c:2]1[c:3]([O:4][c:5]2[cH:6][c:7]3[c:8]([cH:19][cH:20]2)[N:9]([CH3:18])[C:10](=[O:17])[C:11]([C:13](=[O:14])[OH:15])([CH3:16])[O:12]3)[cH:21][cH:22][c:23]([C:25]([F:26])([F:27])[F:28])[cH:24]1.[O:49]=[CH:50][N:51]([CH3:52])[CH3:53].[OH2:48]>>[Cl:1][c:2]1[c:3]([O:4][c:5]2[cH:6][c:7]3[c:8]([cH:19][cH:20]2)[N:9]([CH3:18])[C:10](=[O:17])[C:11]([C:13](=[O:14])[O:15][CH2:43][C:44](=[O:45])[O:46][CH3:47])([CH3:16])[O:12]3)[cH:21][cH:22][c:23]([C:25]([F:26])([F:27])[F:28])[cH:24]1.